Dataset: the Open Reaction Database (ORD), a public repository of structured organic reaction records. Task: describe an organic reaction: reactants, conditions, products, and yield The reactants are COC(=O)Cc1cc(C)c(Oc2cc(C(C)C)c(Cl)nn2)c(Cl)c1, CO, [Na+], [OH-]. The product is Cc1cc(CC(=O)O)cc(Cl)c1Oc1cc(C(C)C)c(Cl)nn1. As a reaction SMILES: [CH3:1][O:2][C:3]([CH2:4][c:5]1[cH:6][c:7]([Cl:23])[c:8]([O:12][c:13]2[n:14][n:15][c:16]([Cl:22])[c:17]([CH:19]([CH3:20])[CH3:21])[cH:18]2)[c:9]([CH3:11])[cH:10]1)=[O:24].[CH3:27][OH:28].[Na+:26].[OH-:25]>>[O:2]=[C:3]([CH2:4][c:5]1[cH:6][c:7]([Cl:23])[c:8]([O:12][c:13]2[n:14][n:15][c:16]([Cl:22])[c:17]([CH:19]([CH3:20])[CH3:21])[cH:18]2)[c:9]([CH3:11])[cH:10]1)[OH:24]. The reactants are CCOC(C)=O, O=C(OC1CCCC1)C(Cc1ccc(OCc2ccccc2)cc1)OC1CCCC1. The product is O=C(OC1CCCC1)C(Cc1ccc(O)cc1)OC1CCCC1. RXN SMILES: [CH3:31][CH2:32][O:33][C:34]([CH3:35])=[O:36].[CH:1]1([O:6][C:7]([CH:8]([CH2:9][c:10]2[cH:11][cH:12][c:13]([O:16][CH2:17][c:18]3[cH:19][cH:20][cH:21][cH:22][cH:23]3)[cH:14][cH:15]2)[O:24][CH:25]2[CH2:26][CH2:27][CH2:28][CH2:29]2)=[O:30])[CH2:2][CH2:3][CH2:4][CH2:5]1>>[CH:1]1([O:6][C:7]([CH:8]([CH2:9][c:10]2[cH:11][cH:12][c:13]([OH:16])[cH:14][cH:15]2)[O:24][CH:25]2[CH2:26][CH2:27][CH2:28][CH2:29]2)=[O:30])[CH2:2][CH2:3][CH2:4][CH2:5]1.